Dataset: the Open Reaction Database (ORD), a public repository of structured organic reaction records. Task: describe an organic reaction: reactants, conditions, products, and yield Reactants: CCOC(C)=O, O=CCCCC(C(=O)OCc1ccccc1)N1C(=O)c2ccccc2C1=O, [H][H]. RXN SMILES: [CH3:28][CH2:29][O:30][C:31](=[O:32])[CH3:33].[CH:1](=[O:2])[CH2:3][CH2:4][CH2:5][CH:6]([C:7](=[O:8])[O:9][CH2:10][c:11]1[cH:12][cH:13][cH:14][cH:15][cH:16]1)[N:17]1[C:18](=[O:27])[c:19]2[c:20]([cH:23][cH:24][cH:25][cH:26]2)[C:21]1=[O:22].[H:34][H:35]>>[CH:1](=[O:2])[CH2:3][CH2:4][CH2:5][CH:6]([C:7](=[O:8])[OH:9])[N:17]1[C:18](=[O:27])[c:19]2[c:20]([cH:23][cH:24][cH:25][cH:26]2)[C:21]1=[O:22]. The product is O=CCCCC(C(=O)O)N1C(=O)c2ccccc2C1=O. Reactants: C(CCC)O (1-butanol), ClC1=C(C=CC=C1Cl)C(=O)N1CC(NCC1)=O (4-[(2,3-dichlorophenyl)carbonyl]-2-piperazinone), ClCCl (Dichloromethane), S1C(=NC=C1)C(=O)NN (1,3-Thiazole-2-carbohydrazide), F[B-](F)(F)F.C[O+](C)C (Trimethyloxonium tetrafluoroborate). Reaction conditions: time 8 hour. Yields the product ClC1=C(C=CC(=C1F)Cl)C(=O)N1CC=2N(CC1)C(=NN2)C=2SC=CN2 (7-[(2,4-Dichloro-3-fluorophenyl)carbonyl]-3-(1,3-thiazol-2-yl)-5,6,7,8-tetrahydro[1,2,4]triazolo[4,3-a]pyrazine). RXN SMILES: [Cl:1][C:2]1[C:7](Cl)=C[CH:5]=[CH:4][C:3]=1[C:9]([N:11]1[CH2:16][CH2:15][NH:14][C:13](=O)[CH2:12]1)=[O:10].[F:18][B-](F)(F)F.C[O+](C)C.[S:27]1[CH:31]=[CH:30][N:29]=[C:28]1[C:32]([NH:34][NH2:35])=O.C(O)CCC.Cl[CH2:42][Cl:43]>>[Cl:1][C:2]1[C:7]([F:18])=[C:42]([Cl:43])[CH:5]=[CH:4][C:3]=1[C:9]([N:11]1[CH2:16][CH2:15][N:14]2[C:32]([C:28]3[S:27][CH:31]=[CH:30][N:29]=3)=[N:34][N:35]=[C:13]2[CH2:12]1)=[O:10] |f:1.2|. Procedure details: A solution of 4-[(2,3-dichlorophenyl)carbonyl]-2-piperazinone (I3) (200 mg, 0.732 mmol) in dry Dichloromethane (DCM) (3329 μl) was stirred at room temperature under an atmosphere of argon. Trimethyloxonium tetrafluoroborate (137 mg, 0.879 mmol) was added and the resulting mixture was stirred at room temperature for 15 hours (overnight). 1,3-Thiazole-2-carbohydrazide (I51) (157 mg, 1.098 mmol) was added and the resulting mixture was stirred for 90 minutes. After this time, 1-butanol (3329 μl) was... The product is CSC1=Nc2cccc(Cl)c2C(C)N1, I. RXN SMILES: [CH3:16][C:17](=[O:18])[CH3:19].[CH3:1][I:2].[Cl:3][c:4]1[c:5]2[c:10]([cH:11][cH:12][cH:13]1)[NH:9][C:8](=[S:14])[NH:7][CH:6]2[CH3:15]>>[CH3:1][S:14][C:8]1=[N:9][c:10]2[c:5]([c:4]([Cl:3])[cH:13][cH:12][cH:11]2)[CH:6]([CH3:15])[NH:7]1.[IH:2]. The reactants are CC(C)=O, CI, CC1NC(=S)Nc2cccc(Cl)c21.